Dataset: the Open Reaction Database (ORD), a public repository of structured organic reaction records. Task: describe an organic reaction: reactants, conditions, products, and yield Starting materials: CN(C=O)C (dimethyl formamide), C[Si](O[C@@H]1[C@@]2([C@]3(CCC(C[C@@H]3CC[C@H]2[C@@H]2CC[C@](C(COC(C)=O)=O)([C@]2(C1)C)OC(C)=O)=O)C)F)(C)C (11β-trimethylsiloxy-17α,21-diacetoxy9αfluoro-5α-pregnane3,20-dione), C(C)(=O)[O-].[K+] (potassium acetate). Solvent: O (water). Run at time 30 minute. Product: crude product, C[Si](O[C@@H]1[C@@]2([C@]3(CCC(C[C@@H]3CC[C@H]2[C@@H]2CC=C(C(COC(C)=O)=O)[C@]2(C1)C)=O)C)F)(C)C (11β-trimethylsiloxy-21-acetoxy-9α-fluoro-5α-pregn-16-ene-3,20-dione). As a reaction SMILES: [CH3:1][Si:2]([CH3:37])([CH3:36])[O:3][C@H:4]1[CH2:27][C@@:26]2([CH3:28])[C@@H:15]([CH2:16][CH2:17][C@:18]2(OC(=O)C)[C:19](=[O:25])[CH2:20][O:21][C:22](=[O:24])[CH3:23])[C@H:14]2[C@@:5]1([F:35])[C@:6]1([CH3:34])[C@@H:11]([CH2:12][CH2:13]2)[CH2:10][C:9](=[O:33])[CH2:8][CH2:7]1.C([O-])(=O)C.[K+].CN(C)C=O>O>[CH3:37][Si:2]([CH3:1])([CH3:36])[O:3][C@H:4]1[CH2:27][C@@:26]2([CH3:28])[C@@H:15]([CH2:16][CH:17]=[C:18]2[C:19](=[O:25])[CH2:20][O:21][C:22](=[O:24])[CH3:23])[C@H:14]2[C@@:5]1([F:35])[C@:6]1([CH3:34])[C@@H:11]([CH2:12][CH2:13]2)[CH2:10][C:9](=[O:33])[CH2:8][CH2:7]1 |f:1.2|. Procedure: A mixture of 8.0 g of 11β-trimethylsiloxy-17α,21-diacetoxy9αfluoro-5α-pregnane3,20-dione obtained according to Example 19, 4 g anhydrous potassium acetate and 20 ml of dimethyl formamide was heated for a period of 4 hours at 110° -120° in an atmosphere of nitrogen. The reaction mixture was cooled and poured into 120 ml of water and ice. The mixture was left stirring for 30 minutes, then lft standing for a period of 2 hours, filtered, washed on the filter with abundant water, collected and dried.... Starting materials: CC1=CC2=C(C(C3=C(C=C2)C=CC=C3)=O)C=C1 (2-methyl-5H-dibenzo[a,d]cyclohepten-5-one), C(C)C1=CC2=C(C(C3=C(C=C2)C=CC=C3)=O)C=C1 (2-ethyl-5H-dibenzo[a,d]cyclohepten-5-one), BrN1C(CCC1=O)=O (N-bromosuccinimide), BrCC1=CC2=C(C(C3=C(C=C2)C=CC=C3)=O)C=C1 (2-bromomethyl-5H-dibenzo[a,d]cyclohepten-5-one). Run in C(Cl)(Cl)(Cl)Cl (carbon tetrachloride). Product: BrC(C)C1=CC2=C(C(C3=C(C=C2)C=CC=C3)=O)C=C1 (2-(α-bromoethyl)-5H-dibenzo[a,d]cyclohepten-5-one). Yield: 80.0%. Reaction SMILES: [CH3:1]C1C=CC2C(=O)C3C=CC=CC=3C=CC=2C=1.BrN1C(=O)CCC1=O.[Br:26][CH2:27][C:28]1[CH:43]=[CH:42][C:31]2[C:32](=[O:41])[C:33]3[CH:40]=[CH:39][CH:38]=[CH:37][C:34]=3[CH:35]=[CH:36][C:30]=2[CH:29]=1.C(C1C=CC2C(=O)C3C=CC=CC=3C=CC=2C=1)C>C(Cl)(Cl)(Cl)Cl>[Br:26][CH:27]([C:28]1[CH:43]=[CH:42][C:31]2[C:32](=[O:41])[C:33]3[CH:40]=[CH:39][CH:38]=[CH:37][C:34]=3[CH:35]=[CH:36][C:30]=2[CH:29]=1)[CH3:1]. Procedure: 39.7 Gm. of 2-methyl-5H-dibenzo[a,d]cyclohepten-5-one is refluxed in 1200 ml. of carbon tetrachloride with 35.2 gm. of N-bromosuccinimide for 14 hours, irradiating with a 100 watt incandescent lamp. The solution is cooled, filtered and evaporated. The residue is recrystallized from methylene chloride/hexane to afford 27.3 gm., 51%, of 2-bromomethyl-5H-dibenzo[a,d]cyclohepten-5-one, m.p. 128°-132° C. Use of 2-ethyl-5H-dibenzo[a,d]cyclohepten-5-one gives 80% of 2-(α-bromoethyl)-5H-dibenzo[a,d]cycl... RXN SMILES: [CH2:1]([CH:2]=[CH2:3])[c:4]1[c:5]([OH:13])[c:6]([Br:12])[cH:7][c:8]([F:11])[c:9]1[F:10].[CH3:20][OH:21].[Cl:17][CH2:18][Cl:19].[O-:14][O+:15]=[O:16]>>[CH2:1]([CH:2]=[O:14])[c:4]1[c:5]([OH:13])[c:6]([Br:12])[cH:7][c:8]([F:11])[c:9]1[F:10]. Reactants: C=CCc1c(O)c(Br)cc(F)c1F, CO, ClCCl, O=[O+][O-]. The product is O=CCc1c(O)c(Br)cc(F)c1F. The reactants are [OH-].[Na+] (sodium hydroxide), C1(=CC=CC=C1)C1=CC=C(C=C1)O (p-phenylphenol), C(Cl)(Cl)Cl (chloroform). Solvent: O (water), C(C)O (ethanol). Run at time 3 hour. Product: C1(=CC=CC=C1)C1=CC=C(C(C=O)=C1)O (5-phenylsalicylaldehyde). As a reaction SMILES: [C:1]1([C:7]2[CH:12]=[CH:11][C:10]([OH:13])=[CH:9][CH:8]=2)[CH:6]=[CH:5][CH:4]=[CH:3][CH:2]=1.[OH-:14].[Na+].[CH:16](Cl)(Cl)Cl>C(O)C.O>[C:1]1([C:7]2[CH:8]=[C:9]([CH:16]=[O:14])[C:10]([OH:13])=[CH:11][CH:12]=2)[CH:2]=[CH:3][CH:4]=[CH:5][CH:6]=1 |f:1.2|. Reported procedure: 22 g of p-phenylphenol was dissolved in 95% ethanol; a solution of 40 g of sodium hydroxide in 80 ml of water was rapidly added. The resulting solution was heated to 75°-80° C. and 20 ml of chloroform was added over a one-hour period, the mixture being gently refluxed. The mixture then was stirred for three hours, cooled and the ethanol and excess chloroform were evaporated under reduced pressure. The resulting residue was cooled and poured into cold water. The resulting mixture was acidified by... Reactants: BrC=1C=C(C2=C(CCO2)C1)C(C[C@@](C(F)(F)F)(O)CSC1=CC=C(C=C1)C)(C)C ((S)-4-(5-bromo-2,3-dihydrobenzofuran-7-yl)-1,1,1-trifluoro-4-methyl-2-p-tolylsulfanylmethylpentan-2-ol), F[B-](F)(F)F.C[O+](C)C (trimethyloxonium tetrafluoroborate), C([O-])([O-])=O.[K+].[K+] (potassium carbonate), C([O-])(O)=O.[Na+] (sodium bicarbonate). Run in ClCCl (dichloromethane), O (water). Reaction conditions: time 4.5 hour. Yields the product BrC=1C=C(C2=C(CCO2)C1)C(C[C@]1(OC1)C(F)(F)F)(C)C ((R)-5-Bromo-7-[1,1-dimethyl-2-(2-trifluoromethyloxiranyl)ethyl]-2,3-dihydrobenzofuran). The yield is 95.0%. RXN SMILES: [Br:1][C:2]1[CH:3]=[C:4]([C:11]([CH3:29])([CH3:28])[CH2:12][C@:13]([CH2:19]SC2C=CC(C)=CC=2)([OH:18])[C:14]([F:17])([F:16])[F:15])[C:5]2[O:9][CH2:8][CH2:7][C:6]=2[CH:10]=1.F[B-](F)(F)F.C[O+](C)C.C(=O)([O-])[O-].[K+].[K+].C(=O)(O)[O-].[Na+]>ClCCl.O>[Br:1][C:2]1[CH:3]=[C:4]([C:11]([CH3:28])([CH3:29])[CH2:12][C@:13]2([C:14]([F:17])([F:15])[F:16])[CH2:19][O:18]2)[C:5]2[O:9][CH2:8][CH2:7][C:6]=2[CH:10]=1 |f:1.2,3.4.5,6.7|. Reported procedure: To a solution of (S)-4-(5-bromo-2,3-dihydrobenzofuran-7-yl)-1,1,1-trifluoro-4-methyl-2-p-tolylsulfanylmethylpentan-2-ol (11.1 g, 22.6 mmol) in 75 mL of anhydrous dichloromethane was added trimethyloxonium tetrafluoroborate (5.18 g, 35.0 mmol). The resulting suspension was stirred at room temperature for 4.5 hours. A solution of potassium carbonate (9.40 g, 68.0 mmol) in 75 mL of water was then added. After 13 hours, the reaction mixture was poured into 200 mL of saturated aqueous sodium bicarbon... The reactants are BrC=1C(C2=CC(=CC=C2C1C1=C(C=C(C=C1)F)F)OCCN1CCN(CC1)S(=O)(=O)C)=O (2-Bromo-3-(2,4-difluorophenyl)-6-{2-[4-(methylsulfonyl)piperazin-1-yl]ethoxy}-1H-inden-1-one), O1CCN(CC1)CCOC1=CC=C2C(=C(C(C2=C1)=O)Br)C1=CC=CC=C1 (6-(2-morpholinoethoxy)-2-bromo-3-phenyl-1H-inden-1-one), COC1=CC=C(C=N1)B(O)O (6-methoxy-3-pyridinylboronic acid). The product is FC1=C(C=CC(=C1)F)C1=C(C(C2=CC(=CC=C12)OCCN1CCN(CC1)S(=O)(=O)C)=O)C=1C=NC(=CC1)OC (3-(2,4-difluorophenyl)-2-(6-methoxypyridin-3-yl)-6-{2-[4-(methylsulfonyl)piperazin-1-yl]ethoxy}-1H-inden-1-one). The yield is 68.0%. RXN SMILES: Br[C:2]1[C:3](=[O:32])[C:4]2[C:9]([C:10]=1[C:11]1[CH:16]=[CH:15][C:14]([F:17])=[CH:13][C:12]=1[F:18])=[CH:8][CH:7]=[C:6]([O:19][CH2:20][CH2:21][N:22]1[CH2:27][CH2:26][N:25]([S:28]([CH3:31])(=[O:30])=[O:29])[CH2:24][CH2:23]1)[CH:5]=2.O1CCN(CCOC2C=C3C(C(C4C=CC=CC=4)=C(Br)C3=O)=CC=2)CC1.[CH3:59][O:60][C:61]1[N:66]=[CH:65][C:64](B(O)O)=[CH:63][CH:62]=1>>[F:18][C:12]1[CH:13]=[C:14]([F:17])[CH:15]=[CH:16][C:11]=1[C:10]1[C:9]2[C:4](=[CH:5][C:6]([O:19][CH2:20][CH2:21][N:22]3[CH2:23][CH2:24][N:25]([S:28]([CH3:31])(=[O:30])=[O:29])[CH2:26][CH2:27]3)=[CH:7][CH:8]=2)[C:3](=[O:32])[C:2]=1[C:64]1[CH:65]=[N:66][C:61]([O:60][CH3:59])=[CH:62][CH:63]=1. Procedure details: The procedure of Step 7 of Example 1 was repeated except for using 2-bromo-3-(2,4-difluorophenyl)-6-{2-[4-(methylsulfonyl)piperazin-1-yl]ethoxy}-1H-inden-1-one obtained in Step 1 of Example 116 as a starting material instead of 6-(2-morpholinoethoxy)-2-bromo-3-phenyl-1H-inden-1-one and 6-methoxy-3-pyridinylboronic acid instead of 3-pyridinylboronic acid to obtain the title compound (68%).